From a dataset of the Open Reaction Database (ORD), a public repository of structured organic reaction records. describe an organic reaction: reactants, conditions, products, and yield Reactants: [Al+3], CC(C)(C)c1cc2c(cc1NC(=O)c1c[nH]c3ccccc3c1=O)OC(=O)C2(C)C, COC(C)(C)C, [H-], [H-], [H-], [H-], [K+], [Li+], [Na+], O, O, O, O, O=C([O-])C(O)C(O)C(=O)[O-]. The product is CC(C)(C)c1cc(C(C)(C)CO)c(O)cc1NC(=O)c1c[nH]c2ccccc2c1=O. As a reaction SMILES: [Al+3:32].[C:1]([CH3:2])([CH3:3])([CH3:4])[c:5]1[c:6]([NH:17][C:18](=[O:19])[c:20]2[cH:21][nH:22][c:23]3[cH:24][cH:25][cH:26][cH:27][c:28]3[c:29]2=[O:30])[cH:7][c:8]2[c:9]([cH:16]1)[C:10]([CH3:14])([CH3:15])[C:11](=[O:13])[O:12]2.[C:53]([O:54][CH3:55])([CH3:56])([CH3:57])[CH3:58].[H-:31].[H-:34].[H-:35].[H-:36].[K+:52].[Li+:33].[Na+:51].[OH2:37].[OH2:38].[OH2:39].[OH2:40].[OH:41][CH:42]([CH:43]([OH:44])[C:45]([O-:46])=[O:47])[C:48]([O-:49])=[O:50]>>[C:1]([CH3:2])([CH3:3])([CH3:4])[c:5]1[c:6]([NH:17][C:18](=[O:19])[c:20]2[cH:21][nH:22][c:23]3[cH:24][cH:25][cH:26][cH:27][c:28]3[c:29]2=[O:30])[cH:7][c:8]([OH:12])[c:9]([C:10]([CH2:11][OH:13])([CH3:14])[CH3:15])[cH:16]1. The reactants are O=C1C=C2CC[C@H]3[C@@H]4CCC([C@@]4(C)C[C@@H](C3=C2CC1)CCCCCCCCCCC(=O)N(C)CC(C(C(F)(F)F)(F)F)(F)F)=O (3,17-dioxo-N-(2,2,3,3,4,4,4-heptafluorobutyl)-N-methyl-estra-4,9-dien-11beta-undecanamide), C(C)(=O)OC(C)=O (acetic anhydride), C(C)(=O)Br (acetyl bromide). The product is C(C)(=O)OC1=CC=2CC[C@H]3[C@@H]4CCC([C@@]4(C)C[C@@H]([C@@H]3C2C=C1)CCCCCCCCCCC(=O)N(C)CC(C(C(F)(F)F)(F)F)(F)F)=O (3-acetoxy-17-oxo-N-(2,2,3,3,4,4,4-heptafluorobutyl)-N-methyl-estra-1,3,5(10)-trien-11beta-undecanamide). RXN SMILES: [O:1]=[C:2]1[CH2:19][CH2:18][C:17]2[C:4]([CH2:5][CH2:6][C@@H:7]3[C:16]=2[C@@H:15]([CH2:20][CH2:21][CH2:22][CH2:23][CH2:24][CH2:25][CH2:26][CH2:27][CH2:28][CH2:29][C:30]([N:32]([CH2:34][C:35]([F:44])([F:43])[C:36]([F:42])([F:41])[C:37]([F:40])([F:39])[F:38])[CH3:33])=[O:31])[CH2:14][C@@:12]2([CH3:13])[C@H:8]3[CH2:9][CH2:10][C:11]2=[O:45])=[CH:3]1.[C:46](OC(=O)C)(=[O:48])[CH3:47].C(Br)(=O)C>>[C:46]([O:1][C:2]1[CH:19]=[CH:18][C:17]2[C@@H:16]3[C@H:7]([C@H:8]4[C@@:12]([CH2:14][C@@H:15]3[CH2:20][CH2:21][CH2:22][CH2:23][CH2:24][CH2:25][CH2:26][CH2:27][CH2:28][CH2:29][C:30]([N:32]([CH2:34][C:35]([F:43])([F:44])[C:36]([F:41])([F:42])[C:37]([F:38])([F:39])[F:40])[CH3:33])=[O:31])([CH3:13])[C:11](=[O:45])[CH2:10][CH2:9]4)[CH2:6][CH2:5][C:4]=2[CH:3]=1)(=[O:48])[CH3:47]. Procedure details: One operates as in Stage B of Example 3 starting with 345 mg of the product obtained in Stage A above using 0.4 cm3 of acetic anhydride and 0.2 cm3 of acetyl bromide. One obtains 323 mg of expected product. Reactants: CN(C)c1ccncc1, COc1cc2nccc(Cl)c2cc1OC, Clc1ccccc1Cl, O, CCCOC(=O)c1cc2ccccc2cc1O. The product is CCCOC(=O)c1cc2ccccc2cc1Oc1ccnc2cc(OC)c(OC)cc12. RXN SMILES: [CH3:34][N:35]([CH3:36])[c:37]1[cH:38][cH:39][n:40][cH:41][cH:42]1.[Cl:18][c:19]1[cH:20][cH:21][n:22][c:23]2[cH:24][c:25]([O:31][CH3:32])[c:26]([O:29][CH3:30])[cH:27][c:28]12.[Cl:43][c:44]1[cH:45][cH:46][cH:47][cH:48][c:49]1[Cl:50].[OH2:33].[OH:1][c:2]1[cH:3][c:4]2[cH:5][cH:6][cH:7][cH:8][c:9]2[cH:10][c:11]1[C:12](=[O:13])[O:14][CH2:15][CH2:16][CH3:17]>>[O:1]([c:2]1[cH:3][c:4]2[cH:5][cH:6][cH:7][cH:8][c:9]2[cH:10][c:11]1[C:12](=[O:13])[O:14][CH2:15][CH2:16][CH3:17])[c:19]1[cH:20][cH:21][n:22][c:23]2[cH:24][c:25]([O:31][CH3:32])[c:26]([O:29][CH3:30])[cH:27][c:28]12. Reactants: C(CCCCCCCCCCCCC)O (n-tetradecanol), Cl (hydrogen chloride). The reagents and catalysts are N-n-octylalkylpyridinium chloride. Run in O (water), O (water). Product: C(CCCCCCCCCCCCC)Cl (n-Tetradecyl Chloride). Reaction SMILES: [CH2:1](O)[CH2:2][CH2:3][CH2:4][CH2:5][CH2:6][CH2:7][CH2:8][CH2:9][CH2:10][CH2:11][CH2:12][CH2:13][CH3:14].[ClH:16]>O>[CH2:1]([Cl:16])[CH2:2][CH2:3][CH2:4][CH2:5][CH2:6][CH2:7][CH2:8][CH2:9][CH2:10][CH2:11][CH2:12][CH2:13][CH3:14]. Reported procedure: A 1 l jacketed glass reactor with a glass paddle stirrer, an immersed tube for reactant metering and an attached water separator is initially charged with 200 g of N-n-octylalkylpyridinium chloride (prepared according to Example 2) as catalyst and adjusted to a temperature of 150° C. 243 g of n-tetradecanol are introduced uniformly via the immersed tube within 4.5 h. Over the entire reaction time, gaseous hydrogen chloride in a slight excess is metered in via the immersed tube, while the water o... Starting materials: BrC1=C(C=C(C=C1)C1=CC=C(C=C1)OC(F)(F)F)C=O (4-bromo-4′-(trifluoromethoxy)biphenyl-3-carbaldehyde), NC=1C=CC(=C(C(=O)OC)C1)Br (methyl 5-amino-2-bromobenzoate), BrC1(C(C=C(C=C1)C1=CC=CC=C1)CCC1=CC=C(C(=O)NCCC(=O)OC(C)(C)C)C=C1)OC(F)(F)F (Tert-butyl N-(4-{2-[4-bromo-4-(trifluoromethoxy)biphenyl-3-yl]ethyl}benzoyl)-β-alaninate), BrC1=C(C=O)C=C(C=C1)Br (2,5-dibromobenzaldehyde), NC1=C(C(=O)OC)C=C(C=C1)Br (methyl 2-amino-5-bromobenzoate). Yields the product FC(OC1=CC=C(C=C1)C1=CC=C2CCCC(C2=C1)CC1=CC=C(C(=O)NCCC(=O)O)C=C1)(F)F (N-[4-({7-[4-(TRIFLUOROMETHOXY)PHENYL]-1,2,3,4-TETRAHYDRONAPHTHALEN-1-YL}METHYL)BENZOYL]-β-ALANINE). RXN SMILES: Br[C:2]1[CH:7]=[CH:6][C:5]([C:8]2[CH:13]=[CH:12][C:11]([O:14][C:15]([F:18])([F:17])[F:16])=[CH:10][CH:9]=2)=[CH:4][C:3]=1[CH:19]=O.Br[C:22]1[CH:29]=CC(Br)=C[C:23]=1C=O.NC1C=CC(Br)=CC=1C(OC)=O.NC1C=CC(Br)=C(C=1)C(OC)=O.BrC1(OC(F)(F)F)C=CC(C2C=CC=CC=2)=CC1C[CH2:69][C:70]1[CH:87]=[CH:86][C:73]([C:74]([NH:76][CH2:77][CH2:78][C:79]([O:81]C(C)(C)C)=[O:80])=[O:75])=[CH:72][CH:71]=1>>[F:18][C:15]([F:17])([F:16])[O:14][C:11]1[CH:12]=[CH:13][C:8]([C:5]2[CH:4]=[C:3]3[C:2]([CH2:23][CH2:22][CH2:29][CH:19]3[CH2:69][C:70]3[CH:87]=[CH:86][C:73]([C:74]([NH:76][CH2:77][CH2:78][C:79]([OH:81])=[O:80])=[O:75])=[CH:72][CH:71]=3)=[CH:7][CH:6]=2)=[CH:9][CH:10]=1. Reported procedure: The compounds in TABLE 1 were prepared using the chemistry described in EXAMPLES 1, 4, 5 and 6 or with following modifications: 1) EXAMPLES 47 to 50 (where R1=R21) were prepared as described in EXAMPLE 1 substituting 4-bromo-4′-(trifluoromethoxy)biphenyl-3-carbaldehyde with 2,5-dibromobenzaldehyde; 2) EXAMPLES 117 to 133 were prepared as described in EXAMPLE 1 substituting methyl 2-amino-5-bromobenzoate with methyl 5-amino-2-bromobenzoate; 3) EXAMPLES 111 to 113 were prepared from the intermedia... Starting materials: CC1(CC(C(=C(C1NC1=NC=CC=C1)C)[N+](=O)[O-])(C)NCC1=CC=CC=C1)C (6-methyl-3-nitro-4-[benzylamino](2-pyridyl)(2,4,6-trimethylphenyl)amine), CO (MeOH). The reagents and catalysts are [Fe] (iron). The solvent is C(C)(=O)O (acetic acid). Conditions: temperature 70 celsius. The product is NC1=C(C(C(CC1(C)NCC1=CC=CC=C1)(C)C)NC1=NC=CC=C1)C (3-Amino-6-methyl-4-[benzylamino](2pyridyl)(2,4,6-trimethylphenyl)amine). RXN SMILES: [CH3:1][C:2]1([CH3:28])[CH:7]([NH:8][C:9]2[CH:14]=[CH:13][CH:12]=[CH:11][N:10]=2)[C:6]([CH3:15])=[C:5]([N+:16]([O-])=O)[C:4]([NH:20][CH2:21][C:22]2[CH:27]=[CH:26][CH:25]=[CH:24][CH:23]=2)([CH3:19])[CH2:3]1.CO>C(O)(=O)C.[Fe]>[NH2:16][C:5]1[C:4]([NH:20][CH2:21][C:22]2[CH:27]=[CH:26][CH:25]=[CH:24][CH:23]=2)([CH3:19])[CH2:3][C:2]([CH3:1])([CH3:28])[CH:7]([NH:8][C:9]2[CH:14]=[CH:13][CH:12]=[CH:11][N:10]=2)[C:6]=1[CH3:15]. Reported procedure: Add iron powder (7.0 g) to a solution of 6-methyl-3-nitro-4-[benzylamino](2-pyridyl)(2,4,6-trimethylphenyl)amine (8.75 g, 23.2 mmol) in acetic acid (14 mL) an14 MeOH (70 mL). Heat the resulting mixture at 70° C. for 1 h, cool to ambient temperature and filter through a pad of celite. Evaporate the filtrate to dryness under reduced pressure. Treat he residue with 1N aq NaOH and extract with EtOAc. Wash the EtOAc extract with water and saturate aq NaCl. Separate the organic layer, dry over Na2SO4,... Starting materials: CC(C)O, CN1C(=O)C(F)(F)CN(C2CCC2)c2nc(Cl)ncc21, CCN1CCC(NC(=O)c2ccc(N)c(OC)c2)CC1, O, Cc1ccccc1S(=O)(=O)O. The product is CCN1CCC(NC(=O)c2ccc(Nc3ncc4c(n3)N(C3CCC3)CC(F)(F)C(=O)N4C)c(OC)c2)CC1. RXN SMILES: [CH:53]([OH:54])([CH3:55])[CH3:56].[Cl:1][c:2]1[n:3][cH:4][c:5]2[c:6]([n:20]1)[N:7]([CH:16]1[CH2:17][CH2:18][CH2:19]1)[CH2:8][C:9]([F:14])([F:15])[C:10](=[O:13])[N:11]2[CH3:12].[NH2:33][c:34]1[c:35]([O:51][CH3:52])[cH:36][c:37]([C:38](=[O:39])[NH:40][CH:41]2[CH2:42][CH2:43][N:44]([CH2:47][CH3:48])[CH2:45][CH2:46]2)[cH:49][cH:50]1.[OH2:21].[c:22]1([CH3:23])[c:24]([S:25]([OH:26])(=[O:27])=[O:28])[cH:29][cH:30][cH:31][cH:32]1>>[c:2]1([NH:33][c:34]2[c:35]([O:51][CH3:52])[cH:36][c:37]([C:38](=[O:39])[NH:40][CH:41]3[CH2:42][CH2:43][N:44]([CH2:47][CH3:48])[CH2:45][CH2:46]3)[cH:49][cH:50]2)[n:3][cH:4][c:5]2[c:6]([n:20]1)[N:7]([CH:16]1[CH2:17][CH2:18][CH2:19]1)[CH2:8][C:9]([F:14])([F:15])[C:10](=[O:13])[N:11]2[CH3:12].